From a dataset of the Open Reaction Database (ORD), a public repository of structured organic reaction records. describe an organic reaction: reactants, conditions, products, and yield Reactants: N1C(=NC2=C1C=CC=C2)C(=O)C2=CC=C(C=C2)OC2=NC=CC=C2C=2CCOCC2 ((1H-benzo[d]imidazol-2-yl)(4-(3-(3,6-dihydro-2H-pyran-4-yl)pyridin-2-yloxy)phenyl)methanone), C(=O)[O-].[NH4+] (ammonium formate). Reagents/catalysts: [Pd] (palladium on carbon). Solvent: C1CCOC1 (THF), CO (MeOH). Reaction conditions: temperature 70 celsius, time 6 hour. Yields the product N1C(=NC2=C1C=CC=C2)C(O)C2=CC=C(C=C2)OC2=NC=CC=C2C2CCOCC2 ((1H-benzo[d]imidazol-2-yl)(4-(3-(tetrahydro-2H-pyran-4-yl)pyridin-2-yloxy)phenyl)methanol). As a reaction SMILES: [NH:1]1[C:5]2[CH:6]=[CH:7][CH:8]=[CH:9][C:4]=2[N:3]=[C:2]1[C:10]([C:12]1[CH:17]=[CH:16][C:15]([O:18][C:19]2[C:24]([C:25]3[CH2:26][CH2:27][O:28][CH2:29][CH:30]=3)=[CH:23][CH:22]=[CH:21][N:20]=2)=[CH:14][CH:13]=1)=[O:11].C([O-])=O.[NH4+]>C1COCC1.CO.[Pd]>[NH:1]1[C:5]2[CH:6]=[CH:7][CH:8]=[CH:9][C:4]=2[N:3]=[C:2]1[CH:10]([C:12]1[CH:13]=[CH:14][C:15]([O:18][C:19]2[C:24]([CH:25]3[CH2:30][CH2:29][O:28][CH2:27][CH2:26]3)=[CH:23][CH:22]=[CH:21][N:20]=2)=[CH:16][CH:17]=1)[OH:11] |f:1.2|. Reported procedure: A 350 ml heavy-walled vessel was charged with (1H-benzo[d]imidazol-2-yl)(4-(3-(3,6-dihydro-2H-pyran-4-yl)pyridin-2-yloxy)phenyl)methanone (1.2 g, 3.02 mmol) and ammonium formate (5.71 g, 91 mmol) in THF (20 mL) and MeOH (20.00 mL). The reaction was evacuated 2× and treated with palladium on carbon 10% (0.321 g, 0.302 mmol) under nitrogen. The vessel was capped and the mixture was heated to 70° C. After 6 hours, the reaction was allowed to cool down to RT and filtered through celite. The filtrate... Reactants: ClC1=C(OC(C(=O)OCC)(C)C)C=CC(=C1Cl)CCC(C=1SC(=CC1)C1=CC(=CC=C1)C(F)(F)F)=O (ethyl 2-(2,3-dichloro-4-(3-oxo-3-(5-(3-(trifluoromethyl)phenyl)thien-2-yl)propyl)phenoxy)-2-methylpropanoate), [OH-].[Na+] (sodium hydroxide). Yields the product ClC1=C(OC(C(=O)O)(C)C)C=CC(=C1Cl)CCC(C=1SC(=CC1)C1=CC(=CC=C1)C(F)(F)F)=O (2-(2,3-Dichloro-4-(3-oxo-3-(5-(3-(trifluoromethyl)phenyl)thien-2-yl)propyl)-phenoxy)-2-methylpropanoic acid). RXN SMILES: [Cl:1][C:2]1[C:16]([Cl:17])=[C:15]([CH2:18][CH2:19][C:20](=[O:36])[C:21]2[S:22][C:23]([C:26]3[CH:31]=[CH:30][CH:29]=[C:28]([C:32]([F:35])([F:34])[F:33])[CH:27]=3)=[CH:24][CH:25]=2)[CH:14]=[CH:13][C:3]=1[O:4][C:5]([CH3:12])([CH3:11])[C:6]([O:8]CC)=[O:7].[OH-].[Na+]>>[Cl:1][C:2]1[C:16]([Cl:17])=[C:15]([CH2:18][CH2:19][C:20](=[O:36])[C:21]2[S:22][C:23]([C:26]3[CH:31]=[CH:30][CH:29]=[C:28]([C:32]([F:33])([F:34])[F:35])[CH:27]=3)=[CH:24][CH:25]=2)[CH:14]=[CH:13][C:3]=1[O:4][C:5]([CH3:11])([CH3:12])[C:6]([OH:8])=[O:7] |f:1.2|. Reported procedure: 2-(2,3-Dichloro-4-(3-oxo-3-(5-(3-(trifluoromethyl)phenyl)thien-2-yl)propyl)-phenoxy)-2-methylpropanoic acid is prepared from ethyl 2-(2,3-dichloro-4-(3-oxo-3-(5-(3-(trifluoromethyl)phenyl)thien-2-yl)propyl)phenoxy)-2-methylpropanoate according to general procedure F using 10 equivalents of 2N sodium hydroxide solution. The reactants are N1CCCCC1 (piperidine), N([C@H](CC1=CNC2=CC=CC=C12)C(=O)N[C@@H](CC(C)C)C(=O)NCC(=O)N[C@@H](CCCNC(N)=N)C(=O)N[C@@H](CCC(O)=O)C(=O)N[C@@H](CC(O)=O)C(=O)O)C(=O)OCC1C2=CC=CC=C2C2=CC=CC=C12 (Fmoc-D-Trp-L-Leu-Gly-L-Arg-L-Glu-L-Asp-OH), C(C)(=O)O (acetic acid). Run in CS(=O)C (dimethylsulfoxide). Product: N[C@H](CC1=CNC2=CC=CC=C12)C(=O)N[C@@H](CC(C)C)C(=O)NCC(=O)N[C@@H](CCCNC(N)=N)C(=O)N[C@@H](CCC(O)=O)C(=O)N[C@@H](CC(O)=O)C(=O)O (H-D-Trp-L-Leu-Gly-L-Arg-L-Glu-L-Asp-OH). RXN SMILES: [NH:1](C(OCC1C2C(=CC=CC=2)C2C1=CC=CC=2)=O)[C@@H:2]([C:13]([NH:15][C@H:16]([C:21]([NH:23][CH2:24][C:25]([NH:27][C@H:28]([C:36]([NH:38][C@H:39]([C:45]([NH:47][C@H:48]([C:53]([OH:55])=[O:54])[CH2:49][C:50](=[O:52])[OH:51])=[O:46])[CH2:40][CH2:41][C:42](=[O:44])[OH:43])=[O:37])[CH2:29][CH2:30][CH2:31][NH:32][C:33](=[NH:35])[NH2:34])=[O:26])=[O:22])[CH2:17][CH:18]([CH3:20])[CH3:19])=[O:14])[CH2:3][C:4]1[C:12]2[C:7](=[CH:8][CH:9]=[CH:10][CH:11]=2)[NH:6][CH:5]=1.N1CCCCC1.C(O)(=O)C>CS(C)=O>[NH2:1][C@@H:2]([C:13]([NH:15][C@H:16]([C:21]([NH:23][CH2:24][C:25]([NH:27][C@H:28]([C:36]([NH:38][C@H:39]([C:45]([NH:47][C@H:48]([C:53]([OH:55])=[O:54])[CH2:49][C:50](=[O:51])[OH:52])=[O:46])[CH2:40][CH2:41][C:42](=[O:43])[OH:44])=[O:37])[CH2:29][CH2:30][CH2:31][NH:32][C:33](=[NH:34])[NH2:35])=[O:26])=[O:22])[CH2:17][CH:18]([CH3:20])[CH3:19])=[O:14])[CH2:3][C:4]1[C:12]2[C:7](=[CH:8][CH:9]=[CH:10][CH:11]=2)[NH:6][CH:5]=1. Procedure details: Fmoc-D-Trp-L-Leu-Gly-L-Arg-L-Glu-L-Asp-OH (50 mg), was dissolved in 0.5 ml of dimethylsulfoxide and 0.5 ml of piperidine was added to the solution. After reacting for an hour, the reaction mixture was neutralized with acetic acid under cooling. The reactants are C(C)(C)(C)OC(=O)N1CCC(=CC1)OS(=O)(=O)C(F)(F)F (1-t-butoxycarbonyl-4-trifluoromethylsulfonyloxy-1,2,3,6-tetrahydropyridine), FC(C1=CC=C(C=C1)B(O)O)(F)F (4-trifluoromethylphenylboronic acid), solution, C(=O)([O-])[O-].[Na+].[Na+] (Na2CO3), [Li+].[Cl-] (LiCl). The reagents and catalysts are C=1C=CC(=CC1)[P](C=2C=CC=CC2)(C=3C=CC=CC3)[Pd]([P](C=4C=CC=CC4)(C=5C=CC=CC5)C=6C=CC=CC6)([P](C=7C=CC=CC7)(C=8C=CC=CC8)C=9C=CC=CC9)[P](C=1C=CC=CC1)(C=1C=CC=CC1)C=1C=CC=CC1 (Pd(PPh3)4). Run in C(OC)COC (DME). Yields the product C(C)(C)(C)OC(=O)N1CCC(=CC1)C1=CC=C(C=C1)C(F)(F)F (1-t-Butoxycarbonyl-4-(4-trifluoromethylphenyl)-1,2,3,6-tetrahydropyridine). Isolated yield 61.1%. As a reaction SMILES: [C:1]([O:5][C:6]([N:8]1[CH2:13][CH:12]=[C:11](OS(C(F)(F)F)(=O)=O)[CH2:10][CH2:9]1)=[O:7])([CH3:4])([CH3:3])[CH3:2].[F:22][C:23]([F:34])([F:33])[C:24]1[CH:29]=[CH:28][C:27](B(O)O)=[CH:26][CH:25]=1.C([O-])([O-])=O.[Na+].[Na+].[Li+].[Cl-]>C(COC)OC.C1C=CC([P]([Pd]([P](C2C=CC=CC=2)(C2C=CC=CC=2)C2C=CC=CC=2)([P](C2C=CC=CC=2)(C2C=CC=CC=2)C2C=CC=CC=2)[P](C2C=CC=CC=2)(C2C=CC=CC=2)C2C=CC=CC=2)(C2C=CC=CC=2)C2C=CC=CC=2)=CC=1>[C:1]([O:5][C:6]([N:8]1[CH2:13][CH:12]=[C:11]([C:27]2[CH:28]=[CH:29][C:24]([C:23]([F:34])([F:33])[F:22])=[CH:25][CH:26]=2)[CH2:10][CH2:9]1)=[O:7])([CH3:2])([CH3:3])[CH3:4] |f:2.3.4,5.6,^1:52,54,73,92|. Procedure: To a solution of 0.66 g (2 mmol) of 1-t-butoxycarbonyl-4-trifluoromethylsulfonyloxy-1,2,3,6-tetrahydropyridine and 0.57 g (6 mmol) of 4-trifluoromethylphenylboronic acid in 6 mL of DME (dimethoxyethane) was added 2.5 mL (5 mmol) of a 2M solution of Na2CO3, 0.24 g (6 mmol) of LiCl and 0.115 g (0.1 mmol) of Pd(PPh3)4 and the reaction mixture was heated at reflux for 4 h. The reaction mixture was concentrated and dissolved in 10 mL of CH2Cl2. The solution was washed with sat'd NaHCO3 solution, drie... The reactants are NC12CC3CC(CC(C3)C1)C2, CC(C)(Cc1cccc(CC(=O)O)c1)NCC(O[Si](C)(C)C(C)(C)C)c1ccc(OCc2ccccc2)c(CO)c1. The product is CC(C)(Cc1cccc(CC(=O)NC23CC4CC(CC(C4)C2)C3)c1)NCC(O[Si](C)(C)C(C)(C)C)c1ccc(OCc2ccccc2)c(CO)c1. As a reaction SMILES: [C:42]12([NH2:52])[CH2:43][CH:44]3[CH2:45][CH:46]([CH2:47][CH:48]([CH2:49]1)[CH2:50]3)[CH2:51]2.[CH2:1]([c:2]1[cH:3][cH:4][cH:5][cH:6][cH:7]1)[O:8][c:9]1[c:10]([CH2:40][OH:41])[cH:11][c:12]([CH:15]([CH2:16][NH:17][C:18]([CH2:19][c:20]2[cH:21][c:22]([CH2:26][C:27](=[O:28])[OH:29])[cH:23][cH:24][cH:25]2)([CH3:30])[CH3:31])[O:32][Si:33]([CH3:34])([CH3:35])[C:36]([CH3:37])([CH3:38])[CH3:39])[cH:13][cH:14]1>>[CH2:1]([c:2]1[cH:3][cH:4][cH:5][cH:6][cH:7]1)[O:8][c:9]1[c:10]([CH2:40][OH:41])[cH:11][c:12]([CH:15]([CH2:16][NH:17][C:18]([CH2:19][c:20]2[cH:21][c:22]([CH2:26][C:27](=[O:28])[NH:52][C:42]34[CH2:43][CH:44]5[CH2:45][CH:46]([CH2:47][CH:48]([CH2:49]3)[CH2:50]5)[CH2:51]4)[cH:23][cH:24][cH:25]2)([CH3:30])[CH3:31])[O:32][Si:33]([CH3:34])([CH3:35])[C:36]([CH3:37])([CH3:38])[CH3:39])[cH:13][cH:14]1. The reactants are crude crystals, N1=CC=C(C=C1)CC(C(=O)OC(C)(C)C)(C(=O)OC(C)(C)C)CC1=CC=NC=C1 (di-tert-butyl 2,2-bis[(4-pyridyl)methyl]malonate), Cl (hydrogen chloride), C(C)(=O)OCC (ethyl acetate). The solvent is FC(C(=O)O)(F)F (trifluoroacetic acid). Conditions: time 30 minute. Yields the product N1=CC=C(C=C1)CC(C(=O)OC)CC1=CC=NC=C1 (methyl 2,2-bis[(4-pyridyl)methyl]acetate). Yield: 51.0%. As a reaction SMILES: [N:1]1[CH:6]=[CH:5][C:4]([CH2:7][C:8]([CH2:23][C:24]2[CH:29]=[CH:28][N:27]=[CH:26][CH:25]=2)(C(OC(C)(C)C)=O)[C:9]([O:11][C:12](C)(C)C)=[O:10])=[CH:3][CH:2]=1.Cl.C(OCC)(=O)C>FC(F)(F)C(O)=O>[N:1]1[CH:2]=[CH:3][C:4]([CH2:7][CH:8]([CH2:23][C:24]2[CH:25]=[CH:26][N:27]=[CH:28][CH:29]=2)[C:9]([O:11][CH3:12])=[O:10])=[CH:5][CH:6]=1. Procedure details: The crude crystals (17.1 g) of di-tert-butyl 2,2-bis[(4-pyridyl)methyl]malonate synthesized by the above process were dissolved in trifluoroacetic acid (90 ml), and the solution was stirred at room temperature for 30 minutes. The reaction mixture was concentrated under reduced pressure, and the resultant concentrated residue was heated for 20 minutes in a bath controlled at 200° C. and then dissolved in methanol (170 ml). A 4N hydrogen chloride in ethyl acetate (100 ml; 400 mmol) was added to th... Reactants: FC1=CC=C(C=C1)C1=C2C=CC(NC2=NC(=C1C=O)C(C)C)=O (5-(4-Fluorophenyl)-6-formyl-1,2-dihydro-7-isopropyl-2-oxo-1,8-naphthyridine), C1(CCCCC1)NC=CP(OCC)(OCC)=O (diethyl 2-(cyclohexylamino)-vinyl-phosphonate), [H-].[Na+] (sodium hydride), O.O.C(C(=O)O)(=O)O (oxalic acid dihydrate). Run in O1CCCC1 (tetrahydrofuran), O1CCCC1 (tetrahydrofuran), O1CCCC1 (tetrahydrofuran), O (water), O (water), C1(=CC=CC=C1)C (toluene). Reaction conditions: time 30 minute. Yields the product FC1=CC=C(C=C1)C1=C2C=CC(NC2=NC(=C1/C=C/C=O)C(C)C)=O ((E)-3-[5-(4-Fluorophenyl)-1,2-dihydro-7-isopropyl-2-oxo1, 8-naphthyridin-6-yl]-prop-2-enal). RXN SMILES: C1(NC=CP(=O)(OCC)[O:11][CH2:12][CH3:13])CCCCC1.[H-].[Na+].[F:20][C:21]1[CH:26]=[CH:25][C:24]([C:27]2[C:36]([CH:37]=O)=[C:35]([CH:39]([CH3:41])[CH3:40])[N:34]=[C:33]3[C:28]=2[CH:29]=[CH:30][C:31](=[O:42])[NH:32]3)=[CH:23][CH:22]=1.O.O.C(O)(=O)C(O)=O>O1CCCC1.O.C1(C)C=CC=CC=1>[F:20][C:21]1[CH:22]=[CH:23][C:24]([C:27]2[C:36](/[CH:37]=[CH:13]/[CH:12]=[O:11])=[C:35]([CH:39]([CH3:40])[CH3:41])[N:34]=[C:33]3[C:28]=2[CH:29]=[CH:30][C:31](=[O:42])[NH:32]3)=[CH:25][CH:26]=1 |f:1.2,4.5.6|. Procedure: A solution of 13.1 g (50 mmol) of diethyl 2-(cyclohexylamino)-vinyl-phosphonate in 80 ml of tetrahydrofuran is added dropwise at 0° C. under argon to a suspension of 3.0 g (100 mmol) of 80% strength sodium hydride in 80 ml of anhydrous tetrahydrofuran and the mixture is stirred at this temperature for 30 min. A solution of 13.0 g (42 mmol) of the compound from Example 4 in 80 ml of tetrahydrofuran is then added dropwise at 0° C.-5° C. and the mixture is then heated under reflux for 1 h. 200 ml o... Reactants: NC1=C(N=NC2=CC(=C(C=C12)Br)OC)C(=O)N (4-Amino-6-bromo-7-methoxycinnoline-3-carboxamide), C(C)O (ethanol), [OH-].[K+] (potassium hydroxide), O (water). Reaction conditions: temperature 75 celsius. Yields the product BrC=1C=C2C(=C(N=NC2=CC1OC)C(=O)O)O (6-Bromo-4-hydroxy-7-methoxycinnoline-3-carboxylic acid). As a reaction SMILES: N[C:2]1[C:11]2[C:6](=[CH:7][C:8]([O:13][CH3:14])=[C:9]([Br:12])[CH:10]=2)[N:5]=[N:4][C:3]=1[C:15](N)=[O:16].C(O)C.[OH-:21].[K+].[OH2:23]>>[Br:12][C:9]1[CH:10]=[C:11]2[C:6](=[CH:7][C:8]=1[O:13][CH3:14])[N:5]=[N:4][C:3]([C:15]([OH:16])=[O:21])=[C:2]2[OH:23] |f:2.3|. Procedure details: A 1 L flask was charged with 4-amino-6-bromo-7-methoxycinnoline-3-carboxamide (Method 15) (30 g, 101 mmol) and ethanol (650 ml). A suspension of potassium hydroxide (100 g, 1782 mmol) in water (350 ml) was added to the reaction and the mixture was stirred at reflux for 9 days. The reaction was then cooled and filtered through a pad of Celite which was washed with water (˜250 mL). The resulting filtrate was conc. in vacuo to remove the ethanol and the resulting aqueous solution was acidified with... Starting materials: C1(=CC=CC=C1)C1=CC(=CC2=CC(=CC=C12)O)CO (1-Phenyl-3-hydroxymethyl-6-naphthol), C(Cl)(Cl)(Cl)Cl (CCl4), C1=CC=C(C=C1)P(C2=CC=CC=C2)C3=CC=CC=C3 (Ph3P). The solvent is C(Cl)Cl (CH2Cl2). Yields the product C1(=CC=CC=C1)C1=CC(=CC2=CC(=CC=C12)O)CCl (1-Phenyl-3-chloromethyl-6-naphthol). RXN SMILES: [C:1]1([C:7]2[C:16]3[C:11](=[CH:12][C:13]([OH:17])=[CH:14][CH:15]=3)[CH:10]=[C:9]([CH2:18]O)[CH:8]=2)[CH:6]=[CH:5][CH:4]=[CH:3][CH:2]=1.C(Cl)(Cl)(Cl)[Cl:21].C1C=CC(P(C2C=CC=CC=2)C2C=CC=CC=2)=CC=1>C(Cl)Cl>[C:1]1([C:7]2[C:16]3[C:11](=[CH:12][C:13]([OH:17])=[CH:14][CH:15]=3)[CH:10]=[C:9]([CH2:18][Cl:21])[CH:8]=2)[CH:6]=[CH:5][CH:4]=[CH:3][CH:2]=1. Reported procedure: To a solution of the alcohol from Step 1 (1.46 g, 5.8 mmoL) in CH2Cl2 (50 mL) was added CCl4 (5.7 mL, 58 mmoL, 10 eq.) followed by Ph3P (3 g, 11.7 mmoL, 2 eq.). The resulting mixture was refluxed for 2 hr. The solvent was evaporated and a purification by flash chromatography on silica gel (hexanes: EtOAc; 8:2) gave the title compound.